This data is from the Open Reaction Database (ORD), a public repository of structured organic reaction records. The task is: describe an organic reaction: reactants, conditions, products, and yield Starting materials: NC1=C(C=C(C(=O)NC=2C=NC(=CC2)C(F)(F)F)C=C1)[N+](=O)[O-] (4-amino-3-nitro-N-(6-trifluoromethylpyridin-3-yl)-benzamide). Reagents/catalysts: [Pt] (Pt/C). Run in C1CCOC1 (THF). The product is NC=1C=C(C(=O)NC=2C=NC(=CC2)C(F)(F)F)C=CC1N (3,4-diamino-N-(6-trifluoromethylpyridin-3-yl)-benzamide). As a reaction SMILES: [NH2:1][C:2]1[CH:20]=[CH:19][C:5]([C:6]([NH:8][C:9]2[CH:10]=[N:11][C:12]([C:15]([F:18])([F:17])[F:16])=[CH:13][CH:14]=2)=[O:7])=[CH:4][C:3]=1[N+:21]([O-])=O>C1COCC1.[Pt]>[NH2:21][C:3]1[CH:4]=[C:5]([CH:19]=[CH:20][C:2]=1[NH2:1])[C:6]([NH:8][C:9]1[CH:10]=[N:11][C:12]([C:15]([F:18])([F:16])[F:17])=[CH:13][CH:14]=1)=[O:7]. Procedure details: A suspension of 4-amino-3-nitro-N-(6-trifluoromethylpyridin-3-yl)-benzamide (500 mg, 1.53 mmol) in THF (20 mL) was hydrogenated at one atm over Pt/C (50 mg) for 3 hours. The catalyst was filtered through Celite and washed with THF. The solvent was removed under reduced pressure to give 3,4-diamino-N-(6-trifluoromethylpyridin-3-yl)-benzamide as a yellow solid. The reactants are COCCc1cc(Br)cc(Br)c1, [Li]CCCC, COc1ccc(C(=O)O)cc1C, COc1ccc(C(=O)N(C)OC)cc1C, CNOC, Cl. Yields the product COCCc1cc(Br)cc(C(=O)c2ccc(OC)c(C)c2)c1. As a reaction SMILES: [Br:33][c:34]1[cH:35][c:36]([Br:44])[cH:37][c:38]([CH2:40][CH2:41][O:42][CH3:43])[cH:39]1.[CH2:45]([Li:46])[CH2:47][CH2:48][CH3:49].[CH3:16][O:17][c:18]1[cH:19][cH:20][c:21]([C:22]([OH:23])=[O:24])[cH:25][c:26]1[CH3:27].[CH3:1][O:2][c:3]1[c:4]([CH3:15])[cH:5][c:6]([C:7](=[O:8])[N:9]([O:10][CH3:11])[CH3:12])[cH:13][cH:14]1.[CH3:29][NH:30][O:31][CH3:32].[ClH:28]>>[CH3:1][O:2][c:3]1[c:4]([CH3:15])[cH:5][c:6]([C:7](=[O:8])[c:36]2[cH:35][c:34]([Br:33])[cH:39][c:38]([CH2:40][CH2:41][O:42][CH3:43])[cH:37]2)[cH:13][cH:14]1. The reactants are BrC1=C(C=CC=C1)NC(C)=O (2-bromo-1-acetylaminobenzene), C[O-].[Na+] (sodium methoxide), cuprous chloride, OC=1C=CC=C2C=CC=NC12 (8-hydroxyquinoline), O (water). The solvent is CO (methanol), CO (methanol), C(C)(=O)OCC (ethyl acetate). The product is C(C)(=O)NC1=C(C=CC=C1)OC (2-acetamidoanisole). Isolated yield 945.4%. RXN SMILES: Br[C:2]1[CH:7]=[CH:6][CH:5]=[CH:4][C:3]=1[NH:8][C:9](=[O:11])[CH3:10].C[O-].[Na+].[OH:15][C:16]1C=CC=C2C=1N=CC=C2.O>CO.C(OCC)(=O)C>[C:9]([NH:8][C:3]1[CH:4]=[CH:5][CH:6]=[CH:7][C:2]=1[O:15][CH3:16])(=[O:11])[CH3:10] |f:1.2|. Procedure details: Then, 2.14 g of the 2-bromo-1-acetylaminobenzene was added to a solution containing 2.3 ml of a 28% methanol solution of sodium methoxide, 100 mg of cuprous chloride, and 145 mg of 8-hydroxyquinoline in 40 ml of methanol, and the mixture was heated under reflux for 50 minutes. After cooling with water, ethyl acetate was added thereto, and the resulting mixture was washed with water and dried over Glauber's salt. The solvent was distilled off, and the obtained crude crystals were recrystallized f... The reactants are N(=[N+]=[N-])C(C(COCOC)O)COCOC (rac-(6R,7S)-7-azido-2,4,9,11-tetraoxadodecan-6-ol), [H-].[Al+3].[Li+].[H-].[H-].[H-] (lithium aluminium hydride). Solvent: O1CCCC1 (tetrahydrofuran). Conditions: time 1 hour. Yields the product NC([C@H](COCOC)O)COCOC ((6R,7SR)-7-amino-2,4,9,11-tetraoxadodecan-6-ol). Yield: 74.7%. As a reaction SMILES: [N:1]([CH:4]([CH2:12][O:13][CH2:14][O:15][CH3:16])[CH:5]([OH:11])[CH2:6][O:7][CH2:8][O:9][CH3:10])=[N+]=[N-].[H-].[Al+3].[Li+].[H-].[H-].[H-]>O1CCCC1>[NH2:1][CH:4]([CH2:12][O:13][CH2:14][O:15][CH3:16])[C@@H:5]([OH:11])[CH2:6][O:7][CH2:8][O:9][CH3:10] |f:1.2.3.4.5.6|. Procedure details: To a stirred solution of the product from Example 1.3 (392 mg, 1.67 mmol) in tetrahydrofuran (10 ml) was added lithium aluminium hydride (1.0M in ether, 3.33 ml) dropwise. The resulting solution was stirred at ambient temperature for 1 hour. The reaction mixture was partitioned between aqueous sodium bicarbonate and ethyl acetate and the aqueous layer evaporated. The residue was triturated with hot ethyl acetate (4×) and the solution evaporated to give the title compound as a colourless oil (261... Reactants: BrC=1C(=NC=CC1)N (3-bromopyridin-2-amine), CC1(OB(OC1(C)C)C1=CC=C(C=C1)B1NC=2C3=C(N1)C=CC=C3C=CC2)C (2-(4-(4,4,5,5-tetramethyl-1,3,2-dioxaborolan-2-yl)phenyl)-2,3-dihydro-1H-naphtho[1,8-de][1,3,2]diazaborinine), O.O.O.O.O.O.O.O.O.O.C([O-])([O-])=O.[Na+].[Na+] (sodium carbonate decahydrate). Reagents/catalysts: C=1C=CC(=CC1)[P](C=2C=CC=CC2)(C=3C=CC=CC3)[Pd]([P](C=4C=CC=CC4)(C=5C=CC=CC5)C=6C=CC=CC6)([P](C=7C=CC=CC7)(C=8C=CC=CC8)C=9C=CC=CC9)[P](C=1C=CC=CC1)(C=1C=CC=CC1)C=1C=CC=CC1 (Tetrakis(triphenylphosphine)palladium(0)). Solvent: COCCOC (DME), O (water). Reaction conditions: temperature 70 celsius, time 8 hour. Product: N1B(NC2=C3C1=CC=CC3=CC=C2)C2=CC=C(C=C2)C=2C(=NC=CC2)N (3-(4-(1H-naphtho[1,8-de][1,3,2]diazaborinin-2(3H)-yl)phenyl)pyridin-2-amine). Yield: 47.3%. RXN SMILES: Br[C:2]1[C:3]([NH2:8])=[N:4][CH:5]=[CH:6][CH:7]=1.CC1(C)C(C)(C)OB([C:17]2[CH:22]=[CH:21][C:20]([B:23]3[NH:28][C:27]4[CH:29]=[CH:30][CH:31]=[C:32]5[CH:33]=[CH:34][CH:35]=[C:25]([C:26]=45)[NH:24]3)=[CH:19][CH:18]=2)O1.O.O.O.O.O.O.O.O.O.O.C(=O)([O-])[O-].[Na+].[Na+]>COCCOC.O.C1C=CC([P]([Pd]([P](C2C=CC=CC=2)(C2C=CC=CC=2)C2C=CC=CC=2)([P](C2C=CC=CC=2)(C2C=CC=CC=2)C2C=CC=CC=2)[P](C2C=CC=CC=2)(C2C=CC=CC=2)C2C=CC=CC=2)(C2C=CC=CC=2)C2C=CC=CC=2)=CC=1>[NH:24]1[C:25]2=[CH:35][CH:34]=[CH:33][C:32]3=[CH:31][CH:30]=[CH:29][C:27](=[C:26]23)[NH:28][B:23]1[C:20]1[CH:19]=[CH:18][C:17]([C:2]2[C:3]([NH2:8])=[N:4][CH:5]=[CH:6][CH:7]=2)=[CH:22][CH:21]=1 |f:2.3.4.5.6.7.8.9.10.11.12.13.14,^1:63,65,84,103|. Procedure: Tetrakis(triphenylphosphine)palladium(0) (57.7 mg) was added to a suspension of 3-bromopyridin-2-amine (432 mg), 2-(4-(4,4,5,5-tetramethyl-1,3,2-dioxaborolan-2-yl)phenyl)-2,3-dihydro-1H-naphtho[1,8-de][1,3,2]diazaborinine (1016 mg) and sodium carbonate decahydrate (1429 mg) in DME (10 mL) and water (2 mL) and the mixture was stirred at 80° C. under nitrogen for 3 hr and at 70° C. overnight. Activated carbon was added and the insoluble solid was removed by filtration through NH-silica gel/Celite ... Reactants: C(=O)(O)C=1C=C2C(C(=[N+](C2=C2C1SC=C2)CCCS(=O)(=O)[O-])C)(C)C (5-carboxy-2,3,3-trimethyl-1-(3-sulfonatopropyl)-3H-thieno[2,3-g]indol-1-ium), C1COS(=O)(=O)C1 (1,3-propanesultone), [OH-].[Na+] (NaOH). Solvent: Cl (HCl), S1(=O)(=O)CCCC1 (sulfolane). Run at temperature 25 celsius. The product is CC1=NC2=C3C(=C(C=C2C1(C)C)C(=O)O)SC=C3 (2,3,3-trimethyl-3H-thieno[2,3-g]indole-5-carboxylic acid). As a reaction SMILES: [C:1]([C:4]1[CH:5]=[C:6]2[C:10](=[C:11]3[CH:15]=[CH:14][S:13][C:12]=13)[N+:9](CCCS([O-])(=O)=O)=[C:8]([CH3:23])[C:7]2([CH3:25])[CH3:24])([OH:3])=[O:2].C1CS(=O)(=O)OC1.[OH-].[Na+]>S1(CCCC1)(=O)=O.Cl>[CH3:23][C:8]1[C:7]([CH3:24])([CH3:25])[C:6]2[C:10](=[C:11]3[CH:15]=[CH:14][S:13][C:12]3=[C:4]([C:1]([OH:3])=[O:2])[CH:5]=2)[N:9]=1 |f:2.3|. Reported procedure: Synthesis of 5-carboxy-2,3,3-trimethyl-1-(3-sulfonatopropyl)-3H-thieno[2,3-g]indol-1-ium BE: A solution of BD (210 mg, 0.81 mmole) and 1,3-propanesultone (530 mg, 4.3 mmole) in 0.4 mL sulfolane was heated at 180° C. for 1 hr and cooled down to 25° C. The reaction was diluted with 0.5 mL 6 N HCl and heated to 80° C. for 1 hr and cooled down to to 25° C. The solution was neutralized with 2N NaOH solution to pH 9. The product was purified by reverse phase HPLC eluted with a gradient of CH3CN over 0... Starting materials: [OH-].[Na+] (sodium hydroxide), CS (methylmercaptan), C(=O)C1=C(C(=O)OC)C=CC=C1 (methyl 2-formylbenzoate), C1(=CC=CC=C1)C=1CCN(CC1)CCCN (3-(4-phenyl-1,2,3,6-tetrahydro-1-pyridyl)-1-aminopropane), C(C(=O)O)(=O)O (oxalic acid). The solvent is C(C)C(=O)C (methyl ethyl ketone), O1CCCC1 (tetrahydrofuran), C(C)C(=O)C (methyl ethyl ketone), C(C)(=O)OCC (ethyl acetate). Reaction conditions: time 1 hour. The product is C(C(=O)O)(=O)O.CSC1N(C(C2=CC=CC=C12)=O)CCCN1CCC(=CC1)C1=CC=CC=C1 (3-methylthio-2-[3-(4-phenyl-1,2,3,6-tetrahydro-1-pyridyl)propyl]-1-isoindolinone oxalate). RXN SMILES: [CH3:1][SH:2].[CH:3]([C:5]1[CH:14]=[CH:13][CH:12]=[CH:11][C:6]=1[C:7]([O:9]C)=O)=O.[C:15]1([C:21]2[CH2:22][CH2:23][N:24]([CH2:27][CH2:28][CH2:29][NH2:30])[CH2:25][CH:26]=2)[CH:20]=[CH:19][CH:18]=[CH:17][CH:16]=1.[OH-].[Na+].[C:33]([OH:38])(=[O:37])[C:34]([OH:36])=[O:35]>O1CCCC1.C(OCC)(=O)C.C(C(C)=O)C>[C:33]([OH:38])(=[O:37])[C:34]([OH:36])=[O:35].[CH3:1][S:2][CH:3]1[C:5]2[C:6](=[CH:11][CH:12]=[CH:13][CH:14]=2)[C:7](=[O:9])[N:30]1[CH2:29][CH2:28][CH2:27][N:24]1[CH2:23][CH:22]=[C:21]([C:15]2[CH:16]=[CH:17][CH:18]=[CH:19][CH:20]=2)[CH2:26][CH2:25]1 |f:3.4,9.10|. Procedure: 5 cc of methylmercaptan is added to a solution of methyl 2-formylbenzoate (3.6 g) and 3-(4-phenyl-1,2,3,6-tetrahydro-1-pyridyl)-1-aminopropane (9.6 g)in tetrahydrofuran (255 cc) in an autoclave, at a temperature close to -20° C. in the course of 5 minutes. The solution is heated to a temperature close to 60° C. for 4 hours. After cooling to a temperature close to 20° C., the solution is poured into 1N sodium hydroxide (300 cc) and washed with distilled water (3×500 cc). The organic extract is dr... The reactants are C1CCOC1, [Na+], COC(=O)c1ccc(-c2nnc(CSCCOc3ccccc3)o2)cc1, [OH-], O. Yields the product O=C(O)c1ccc(-c2nnc(CSCCOc3ccccc3)o2)cc1. Reaction SMILES: [CH2:29]1[O:30][CH2:31][CH2:32][CH2:33]1.[Na+:28].[O:1]([c:2]1[cH:3][cH:4][cH:5][cH:6][cH:7]1)[CH2:8][CH2:9][S:10][CH2:11][c:12]1[o:13][c:14](-[c:17]2[cH:18][cH:19][c:20]([C:23](=[O:24])[O:25][CH3:26])[cH:21][cH:22]2)[n:15][n:16]1.[OH-:27].[OH2:34]>>[O:1]([c:2]1[cH:3][cH:4][cH:5][cH:6][cH:7]1)[CH2:8][CH2:9][S:10][CH2:11][c:12]1[o:13][c:14](-[c:17]2[cH:18][cH:19][c:20]([C:23](=[O:24])[OH:25])[cH:21][cH:22]2)[n:15][n:16]1. Run in C(C)(=O)O (acetic acid). Reported procedure: A solution of 1,3-benzothiazol-2-amine (20 g, 0.133 mmol), ethyl acetoacetate (25.96 g, 0.199 mmol) and acetic acid (150 ml) was reacted together according to the procedure described in Intermediate 3, Step 1 to afford 9 g of the desired product as a pale yellow solid; 1H NMR (300 MHz, CDCl3) δ 2.38 (s, 3H), 6.15 (s, 1H), 6.95 (d, J=4.8 Hz, 1H), 7.94 (d, J=4.8 Hz, 1H). The reactants are S1C(=NC2=C1C=CC=C2)N (1,3-benzothiazol-2-amine), C(CC(=O)C)(=O)OCC (ethyl acetoacetate), Intermediate 3. RXN SMILES: [S:1]1[C:5]2C=CC=C[C:4]=2[N:3]=[C:2]1[NH2:10].[C:11](OCC)(=[O:16])[CH2:12][C:13]([CH3:15])=O>C(O)(=O)C>[CH3:15][C:13]1[N:10]=[C:2]2[S:1][CH:5]=[CH:4][N:3]2[C:11](=[O:16])[CH:12]=1. Yield: 40715.4%. The product is CC=1N=C2N(C(C1)=O)C=CS2 (7-Methyl-5H-[1,3]thiazolo[3,2-a]pyrimidin-5-one).